Dataset: the Open Reaction Database (ORD), a public repository of structured organic reaction records. Task: describe an organic reaction: reactants, conditions, products, and yield Starting materials: [Na] (sodium), C(C)(=O)NC1=C(C=C(C=2OC3C(C21)CCCC3)C(=O)OC)Cl (methyl 1-acetylamino-2-chloro-5a,6,7,8,9,9a-hexahydrodibenzofuran-4-carboxylate). Solvent: [OH-].[Na+] (sodium hydroxide), CO (methanol). Conditions: time 2 day. Product: NC1=C(C=C(C=2OC3C(C21)CCCC3)C(=O)O)Cl (1-amino-2-chloro-5a,6,7,8,9,9a-hexahydrodibenzofuran-4-carboxylic acid). Reaction SMILES: [Na].C([NH:5][C:6]1[C:14]2[CH:13]3[CH2:15][CH2:16][CH2:17][CH2:18][CH:12]3[O:11][C:10]=2[C:9]([C:19]([O:21]C)=[O:20])=[CH:8][C:7]=1[Cl:23])(=O)C>CO.[OH-].[Na+]>[NH2:5][C:6]1[C:14]2[CH:13]3[CH2:15][CH2:16][CH2:17][CH2:18][CH:12]3[O:11][C:10]=2[C:9]([C:19]([OH:21])=[O:20])=[CH:8][C:7]=1[Cl:23] |f:3.4,^1:0|. Procedure details: To a solution of 0.3 g of sodium in 15 ml methanol is added 0.6 g of methyl 1-acetylamino-2-chloro-5a,6,7,8,9,9a-hexahydrodibenzofuran-4-carboxylate. Stirring is continued at 60° C. for two days. This is then diluted with 5 ml 1N sodium hydroxide and stirring continued at 60° C. overnight. The methanol is removed in vacuum, diluted with water, filtered, acidified with acetic acid, filtered, extracted with ethyl acetate, washed with water, dried over magnesium sulfate and evaporated to dryness to... The reactants are C(C)(C)(C)OC(=O)NCC1CN(CC1)CCN (2-(3-tert-Butoxycarbonylaminomethylpyrrolidin-1-yl)ethylamine), CN=C=S (methyl isothiocyanate), NC1=CC(=C(C(=O)O)C=C1Cl)OC (4-amino-5-chloro-2-methoxybenzoic acid). Product: NC1=CC(=C(C(=O)NCC2CN(CC2)CCNC(=S)NC)C=C1Cl)OC (4-amino-5-chloro-2-methoxy-N-(1-(2-(3-methylthioureido)ethyl)pyrrolidin-3-ylmethyl)-benzamide). As a reaction SMILES: C(O[C:6]([NH:8][CH2:9][CH:10]1[CH2:14][CH2:13][N:12]([CH2:15][CH2:16][NH2:17])[CH2:11]1)=[O:7])(C)(C)C.[CH3:18][N:19]=[C:20]=[S:21].[NH2:22][C:23]1[C:31]([Cl:32])=[CH:30][C:26](C(O)=O)=[C:25]([O:33][CH3:34])[CH:24]=1>>[NH2:22][C:23]1[C:31]([Cl:32])=[CH:30][C:26]([C:6]([NH:8][CH2:9][CH:10]2[CH2:14][CH2:13][N:12]([CH2:15][CH2:16][NH:17][C:20]([NH:19][CH3:18])=[S:21])[CH2:11]2)=[O:7])=[C:25]([O:33][CH3:34])[CH:24]=1. Procedure: 2-(3-tert-Butoxycarbonylaminomethylpyrrolidin-1-yl)ethylamine (1 g) as starting compound was reacted and treated in the same manner as in Example 34 using methyl isothiocyanate (0.25 ml) and 4-amino-5-chloro-2-methoxybenzoic acid (0.83 g) to give 4-amino-5-chloro-2-methoxy-N-(1-(2-(3-methylthioureido)ethyl)pyrrolidin-3-ylmethyl)-benzamide. Reactants: CN(C)c1cc(NC(=O)OC(C)(C)C)c(N)cc1F, CN(C)Cc1cnnn1-c1cccc(C(=O)CC(=O)OC(C)(C)C)c1. Product: CN(C)Cc1cnnn1-c1cccc(C(=O)CC(=O)Nc2cc(F)c(N(C)C)cc2NC(=O)OC(C)(C)C)c1. As a reaction SMILES: [C:1]([CH3:2])([CH3:3])([CH3:4])[O:5][C:6]([NH:7][c:8]1[c:9]([NH2:18])[cH:10][c:11]([F:17])[c:12]([N:14]([CH3:15])[CH3:16])[cH:13]1)=[O:19].[C:20]([CH3:22])([CH3:23])([O:24][C:25](=[O:21])[CH2:26][C:27](=[O:28])[c:29]1[cH:30][c:31](-[n:35]2[n:36][n:37][cH:38][c:39]2[CH2:40][N:41]([CH3:42])[CH3:43])[cH:32][cH:33][cH:34]1)[CH3:44]>>[C:1]([CH3:2])([CH3:3])([CH3:4])[O:5][C:6]([NH:7][c:8]1[c:9]([NH:18][C:25](=[O:24])[CH2:26][C:27](=[O:28])[c:29]2[cH:30][c:31](-[n:35]3[n:36][n:37][cH:38][c:39]3[CH2:40][N:41]([CH3:42])[CH3:43])[cH:32][cH:33][cH:34]2)[cH:10][c:11]([F:17])[c:12]([N:14]([CH3:15])[CH3:16])[cH:13]1)=[O:19]. Starting materials: S1C(=CC2=C1C=CC=C2)CO (1-benzothien-2-ylmethanol), N1(CCNCC1)C1=C(C#N)C=CC=C1 (2-(1-piperazinyl)benzonitrile), CS(=O)(=O)OS(=O)(=O)C (methane sulfonic anhydride), CCN(C(C)C)C(C)C (DIEA). Solvent: C(Cl)Cl (DCM). Product: S1C(=CC2=C1C=CC=C2)CN2CCN(CC2)C2=C(C#N)C=CC=C2 (2-[4-(1-benzothien-2-ylmethyl)-1-piperazinyl]benzonitrile). As a reaction SMILES: [S:1]1[C:5]2[CH:6]=[CH:7][CH:8]=[CH:9][C:4]=2[CH:3]=[C:2]1[CH2:10]O.CS(OS(C)(=O)=O)(=O)=O.CCN(C(C)C)C(C)C.[N:30]1([C:36]2[CH:43]=[CH:42][CH:41]=[CH:40][C:37]=2[C:38]#[N:39])[CH2:35][CH2:34][NH:33][CH2:32][CH2:31]1>C(Cl)Cl>[S:1]1[C:5]2[CH:6]=[CH:7][CH:8]=[CH:9][C:4]=2[CH:3]=[C:2]1[CH2:10][N:33]1[CH2:32][CH2:31][N:30]([C:36]2[CH:43]=[CH:42][CH:41]=[CH:40][C:37]=2[C:38]#[N:39])[CH2:35][CH2:34]1. Reported procedure: The product from Example 8A (150 mg 0.9 mmol), methane sulfonic anhydride (159 mg, 0.9 mmol), and DIEA (475 μL 2.7 mmol) were combined. After stirring, 2-(1-piperazinyl)benzonitrile (181 mg, 1.0 mmol) in 2 ml DCM was also combined and stirred at room temperature for 18 hours. The mixture was concentrated and the residue was taken up in hot methanol. The methanol was filtered and the filter cake washed with cold methanol to provide the title compound. 1H NMR (300 MHz, CDCl3) δ 2.69 (m, 4H) 3.04 (... Reactants: ClC1=NC=CC=C1C1=NC=NC=C1 (4-(2-chloro-pyridin-3-yl)-pyrimidine), C(C)(C)(C)OC(NC1=CC(=C(C=C1)C)N)=O ((3-amino-4-methyl-phenyl)-carbamic acid tert-butyl ester), C(=O)([O-])[O-].[K+].[K+] (K2CO3), C=1C=CC(=CC1)P(C=2C=CC=CC2)C3=CC=C4C=CC=CC4=C3C5=C6C=CC=CC6=CC=C5P(C=7C=CC=CC7)C=8C=CC=CC8 (rac-BINAP). Reagents/catalysts: CC(=O)[O-].CC(=O)[O-].[Pd+2] (Pd(OAc)2). Solvent: C1(=CC=CC=C1)C (toluene), C1(=CC=CC=C1)C (toluene). Conditions: temperature 130 celsius. Product: C(C)(C)(C)OC(NC1=CC(=C(C=C1)C)NC1=NC=CC=C1C1=NC=NC=C1)=O ([4-methyl-3-(3-pyrimidin-4-yl-pyridin-2-ylamino)-phenyl]-carbamic acid tert-butyl ester). Reaction SMILES: C1C=CC(P(C2C(C3C(P(C4C=CC=CC=4)C4C=CC=CC=4)=CC=C4C=3C=CC=C4)=C3C(C=CC=C3)=CC=2)C2C=CC=CC=2)=CC=1.Cl[C:48]1[C:53]([C:54]2[CH:59]=[CH:58][N:57]=[CH:56][N:55]=2)=[CH:52][CH:51]=[CH:50][N:49]=1.[C:60]([O:64][C:65](=[O:75])[NH:66][C:67]1[CH:72]=[CH:71][C:70]([CH3:73])=[C:69]([NH2:74])[CH:68]=1)([CH3:63])([CH3:62])[CH3:61].C([O-])([O-])=O.[K+].[K+]>C1(C)C=CC=CC=1.CC([O-])=O.CC([O-])=O.[Pd+2]>[C:60]([O:64][C:65](=[O:75])[NH:66][C:67]1[CH:72]=[CH:71][C:70]([CH3:73])=[C:69]([NH:74][C:48]2[C:53]([C:54]3[CH:59]=[CH:58][N:57]=[CH:56][N:55]=3)=[CH:52][CH:51]=[CH:50][N:49]=2)[CH:68]=1)([CH3:63])([CH3:61])[CH3:62] |f:3.4.5,7.8.9|. Procedure: The title compound was prepared according to the procedure described in Tetrahedron 2001, 51, 7027-7034. Pd(OAc)2 (47 mg, 0.21 mmol), and rac-BINAP (131 mg, 0.21 mmol) were stirred in toluene (12 mL) at RT for 12 minutes. This mixture was added to 4-(2-chloro-pyridin-3-yl)-pyrimidine (1.01 g, 5.24 mmol), (3-amino-4-methyl-phenyl)-carbamic acid tert-butyl ester (1.63 g, 7.34 mmol), and K2CO3 (14.5 g, 105 mmol) in toluene (40 mL). The mixture was heated overnight at 130° C. in a sealed tube. The c... As a reaction SMILES: [CH2:3]([CH2:4][CH2:5][CH3:6])[NH:7][CH2:8][CH2:9][CH2:10][O:11][c:12]1[c:13](-[c:29]2[cH:30][c:31]3[c:36]([cH:37][cH:38]2)[C:35]([CH3:39])([CH3:40])[CH2:34][CH2:33][C:32]3([CH3:41])[CH3:42])[cH:14][c:15](-[c:18]2[cH:19][cH:20][c:21]([C:24](=[O:25])[O:26][CH2:27][CH3:28])[cH:22][cH:23]2)[cH:16][cH:17]1.[Na+:2].[O:43]1[CH2:44][CH2:45][CH2:46][CH2:47]1.[OH-:1]>>[CH2:3]([CH2:4][CH2:5][CH3:6])[NH:7][CH2:8][CH2:9][CH2:10][O:11][c:12]1[c:13](-[c:29]2[cH:30][c:31]3[c:36]([cH:37][cH:38]2)[C:35]([CH3:39])([CH3:40])[CH2:34][CH2:33][C:32]3([CH3:41])[CH3:42])[cH:14][c:15](-[c:18]2[cH:19][cH:20][c:21]([C:24](=[O:25])[OH:26])[cH:22][cH:23]2)[cH:16][cH:17]1. The product is CCCCNCCCOc1ccc(-c2ccc(C(=O)O)cc2)cc1-c1ccc2c(c1)C(C)(C)CCC2(C)C. The reactants are CCCCNCCCOc1ccc(-c2ccc(C(=O)OCC)cc2)cc1-c1ccc2c(c1)C(C)(C)CCC2(C)C, [Na+], C1CCOC1, [OH-]. The reactants are COCCOC=1C=CC=2C3=C(NC2C1)C(=NN=C3C3=C(C(=CC=C3)N3C=NC1=CC=CC=C1C3=O)C)C(=O)N (7-(2-methoxyethoxy)-1-(2-methyl-3-(4-oxoquinazolin-3(4H)-yl)phenyl)-5H-pyridazino[4,5-b]indole-4-carboxamide), BrB(Br)Br.ClCCl (tribromoborane dichoromethane). Run in CO (MeOH), ClCCl (dichloromethane). Reaction conditions: time 5 minute. The product is OCCOC=1C=CC=2C3=C(NC2C1)C(=NN=C3C3=C(C(=CC=C3)N3C=NC1=CC=CC=C1C3=O)C)C(=O)N (7-(2-Hydroxyethoxy)-1-(2-methyl-3-(4-oxoquinazolin-3(4H)-yl)phenyl)-5H-pyridazino[4,5-b]indole-4-carboxamide). The yield is 18.7%. Reaction SMILES: C[O:2][CH2:3][CH2:4][O:5][C:6]1[CH:7]=[CH:8][C:9]2[C:10]3[C:18]([C:19]4[CH:24]=[CH:23][CH:22]=[C:21]([N:25]5[C:34](=[O:35])[C:33]6[C:28](=[CH:29][CH:30]=[CH:31][CH:32]=6)[N:27]=[CH:26]5)[C:20]=4[CH3:36])=[N:17][N:16]=[C:15]([C:37]([NH2:39])=[O:38])[C:11]=3[NH:12][C:13]=2[CH:14]=1.BrB(Br)Br.ClCCl>ClCCl.CO>[OH:2][CH2:3][CH2:4][O:5][C:6]1[CH:7]=[CH:8][C:9]2[C:10]3[C:18]([C:19]4[CH:24]=[CH:23][CH:22]=[C:21]([N:25]5[C:34](=[O:35])[C:33]6[C:28](=[CH:29][CH:30]=[CH:31][CH:32]=6)[N:27]=[CH:26]5)[C:20]=4[CH3:36])=[N:17][N:16]=[C:15]([C:37]([NH2:39])=[O:38])[C:11]=3[NH:12][C:13]=2[CH:14]=1 |f:1.2|. Procedure: To a homogeneous, light orange solution of 7-(2-methoxyethoxy)-1-(2-methyl-3-(4-oxoquinazolin-3(4H)-yl)phenyl)-5H-pyridazino[4,5-b]indole-4-carboxamide (0.0973 g, 0.155 mmol) in dichloromethane (5 ml) under nitrogen at 0° C. was added 1M tribromoborane/dichoromethane (0.496 ml, 0.496 mmol) over 5 min. After 5 min, the cold bath was removed, and the heterogeneous solution was stirred to room temperature. One hour later, the reaction was immersed in an ice-water bath and ice water (15 mL) was adde...